From a dataset of the Open Reaction Database (ORD), a public repository of structured organic reaction records. describe an organic reaction: reactants, conditions, products, and yield Reactants: CC1=NN(C(=C1CC#N)C)C1=CC=CC=C1 (3,5-dimethyl-1-phenyl-pyrazol-4-acetonitrile), S(O)(O)(=O)=O (sulfuric acid), [OH-].[Na+] (sodium hydroxide). Solvent: O (water). The product is CC1=NN(C(=C1CC(=O)N)C)C1=CC=CC=C1 (3,5-dimethyl-1-phenyl-pyrazol-4-acetamide). The yield is 63.0%. Reaction SMILES: [CH3:1][C:2]1[C:6]([CH2:7][C:8]#[N:9])=[C:5]([CH3:10])[N:4]([C:11]2[CH:16]=[CH:15][CH:14]=[CH:13][CH:12]=2)[N:3]=1.S(=O)(=O)(O)[OH:18].[OH-].[Na+]>O>[CH3:1][C:2]1[C:6]([CH2:7][C:8]([NH2:9])=[O:18])=[C:5]([CH3:10])[N:4]([C:11]2[CH:16]=[CH:15][CH:14]=[CH:13][CH:12]=2)[N:3]=1 |f:2.3|. Procedure details: 10 grams 3,5-dimethyl-1-phenyl-pyrazol-4-acetonitrile were added to 40 milliliters concentrated sulfuric acid and the mixture was stirred over night at room temperature. The reaction mixture was poured into a mixture of ice and water and the pH was adjusted to 8 by the addition of aqueous sodium hydroxide. 6.8 grams 3,5-dimethyl-1-phenyl-pyrazol-4-acetamide, melting at 169°-170° C., were obtained, representing a yield of 63%.